Dataset: the Open Reaction Database (ORD), a public repository of structured organic reaction records. Task: describe an organic reaction: reactants, conditions, products, and yield Starting materials: C(C)OC(=O)C1=CC=C(C=C1)N=C=S (4-ethoxy carbonylphenyl isothiocyanate), NCCN1C(=CC=C1C)C (1-(2-aminoethyl)-2,5-dimethylpyrrole). Run in COCCOC (ethylene glycol dimethyl ether), COCCOC (ethylene glycol dimethyl ether). Yields the product CC=1N(C(=CC1)C)CCNC(=S)NC1=CC=C(C=C1)C(=O)OCC (N-(2-(2,5-Dimethyl-1-pyrrolyl)ethyl)-N'-(4-ethoxycarbonylphenyl)-thiourea). Reaction SMILES: [CH2:1]([O:3][C:4]([C:6]1[CH:11]=[CH:10][C:9]([N:12]=[C:13]=[S:14])=[CH:8][CH:7]=1)=[O:5])[CH3:2].[NH2:15][CH2:16][CH2:17][N:18]1[C:22]([CH3:23])=[CH:21][CH:20]=[C:19]1[CH3:24]>COCCOC>[CH3:24][C:19]1[N:18]([CH2:17][CH2:16][NH:15][C:13]([NH:12][C:9]2[CH:10]=[CH:11][C:6]([C:4]([O:3][CH2:1][CH3:2])=[O:5])=[CH:7][CH:8]=2)=[S:14])[C:22]([CH3:23])=[CH:21][CH:20]=1. Procedure details: 8.3 g (0.04 mol) of 4-ethoxy carbonylphenyl isothiocyanate in 20 ml of ethylene glycol dimethyl ether are added dropwise at room temperature to 5.5 g (0.04 mol) of 1-(2-aminoethyl)-2,5-dimethylpyrrole in 20 ml of ethylene glycol dimethyl ether. The precipitated product is filtered off with suction and recrystallized from methanol. Yield: 5.1 g (37% of theory) Melting point: 155°-156° C. Elemental analysis: C18H23N3O2S (345.47) calculated: C 62.6 H 6.7 N 12.2 0. 9.3 S 9.3 found: C 62.0 H 6.7 N 11... The reactants are C1CCOC1, CO, COC(=O)c1cccc(NC(=O)c2cc(OCc3ccccc3Cl)cc(OCc3ccccc3Cl)c2)c1, Cl, [Na+], [OH-], O. Product: O=C(O)c1cccc(NC(=O)c2cc(OCc3ccccc3Cl)cc(OCc3ccccc3Cl)c2)c1. RXN SMILES: [CH2:43]1[O:44][CH2:45][CH2:46][CH2:47]1.[CH3:40][OH:41].[Cl:1][c:2]1[c:3]([CH2:4][O:5][c:6]2[cH:7][c:8]([C:9](=[O:10])[NH:11][c:12]3[cH:13][c:14]([C:18](=[O:19])[O:20][CH3:21])[cH:15][cH:16][cH:17]3)[cH:22][c:23]([O:25][CH2:26][c:27]3[c:28]([Cl:33])[cH:29][cH:30][cH:31][cH:32]3)[cH:24]2)[cH:34][cH:35][cH:36][cH:37]1.[ClH:42].[Na+:39].[OH-:38].[OH2:48]>>[Cl:1][c:2]1[c:3]([CH2:4][O:5][c:6]2[cH:7][c:8]([C:9](=[O:10])[NH:11][c:12]3[cH:13][c:14]([C:18](=[O:19])[OH:20])[cH:15][cH:16][cH:17]3)[cH:22][c:23]([O:25][CH2:26][c:27]3[c:28]([Cl:33])[cH:29][cH:30][cH:31][cH:32]3)[cH:24]2)[cH:34][cH:35][cH:36][cH:37]1. Starting materials: COC(C1=CC(=CC=C1)CC(C)(C)N)=O (3-(2-amino-2-methylpropyl)benzoic acid methyl ester), C(C1=CC=CC=C1)OC1=C(C=C(C=C1)[C@H](CBr)O[Si](C)(C)C(C)(C)C)CO ([2-(benzyloxy)-5-((1R)-2-bromo-1-{[tert-butyl(dimethyl)silyl]oxy}ethyl)phenyl]methanol), [I-].[Na+] (sodium iodide), C(C)(C)N(CC)C(C)C (diisopropylethylamine). Solvent: C(C)#N (acetonitrile). The product is COC(C1=CC(=CC=C1)CC(C)(C)NC[C@H](O[Si](C)(C)C(C)(C)C)C1=CC(=C(C=C1)OCC1=CC=CC=C1)CO)=O (3-(2-[(2R)-2-(4-benzyloxy-3-hydroxymethyl-phenyl)-2-(tert-butyldimethylsilanyloxy)ethylamino]-2-methylpropyl}benzoic acid methyl ester). As a reaction SMILES: [CH3:1][O:2][C:3](=[O:15])[C:4]1[CH:9]=[CH:8][CH:7]=[C:6]([CH2:10][C:11]([NH2:14])([CH3:13])[CH3:12])[CH:5]=1.[CH2:16]([O:23][C:24]1[CH:29]=[CH:28][C:27]([C@@H:30]([O:33][Si:34]([C:37]([CH3:40])([CH3:39])[CH3:38])([CH3:36])[CH3:35])[CH2:31]Br)=[CH:26][C:25]=1[CH2:41][OH:42])[C:17]1[CH:22]=[CH:21][CH:20]=[CH:19][CH:18]=1.[I-].[Na+].C(N(C(C)C)CC)(C)C>C(#N)C>[CH3:1][O:2][C:3](=[O:15])[C:4]1[CH:9]=[CH:8][CH:7]=[C:6]([CH2:10][C:11]([NH:14][CH2:31][C@@H:30]([C:27]2[CH:28]=[CH:29][C:24]([O:23][CH2:16][C:17]3[CH:22]=[CH:21][CH:20]=[CH:19][CH:18]=3)=[C:25]([CH2:41][OH:42])[CH:26]=2)[O:33][Si:34]([C:37]([CH3:40])([CH3:39])[CH3:38])([CH3:36])[CH3:35])([CH3:12])[CH3:13])[CH:5]=1 |f:2.3|. Procedure: 3-(2-amino-2-methylpropyl)benzoic acid methyl ester (Preparation 34) (1.36 g, 6.60 mmol), [2-(benzyloxy)-5-((1R)-2-bromo-1-{[tert-butyl(dimethyl)silyl]oxy}ethyl)phenyl]methanol (Preparation 23) (2.96 g, 6.60 mmol), sodium iodide (980 mg, 6.60 mmol) and diisopropylethylamine (3.44 ml, 19.7 mmol) in acetonitrile (10 ml) were heated to reflux for 48 hours under a nitrogen atmosphere. The solvent was then removed in vacuo and saturated aqueous sodium hydrogen carbonate solution (20 ml) added and the... Reactants: CC1=CC=C(C=C1)S(=O)(=O)OC[C@H]1C=CC=2C(=C3C=CN(C3=CC2)S(=O)(=O)C2=CC=C(C=C2)C)O1 ({(2R)-7-[(4-methylphenyl)sulfonyl]-2,7-dihydropyrano[2,3-e]indol-2-yl}methyl 4-methylbenzenesulfonate). Reagents/catalysts: [Pd] (palladium on carbon). Solvent: C(C)O (ethanol). Yields the product CC1=CC=C(C=C1)S(=O)(=O)OC[C@H]1CCC=2C(=C3C=CN(C3=CC2)S(=O)(=O)C2=CC=C(C=C2)C)O1 ({(2R)-7-[(4-methylphenyl)sulfonyl]-2,3,4,7-tetrahydropyrano[2,3-e]indol-2-yl}methyl 4-methylbenzenesulfonate). As a reaction SMILES: [CH3:1][C:2]1[CH:7]=[CH:6][C:5]([S:8]([O:11][CH2:12][C@@H:13]2[O:35][C:17]3=[C:18]4[C:22](=[CH:23][CH:24]=[C:16]3[CH:15]=[CH:14]2)[N:21]([S:25]([C:28]2[CH:33]=[CH:32][C:31]([CH3:34])=[CH:30][CH:29]=2)(=[O:27])=[O:26])[CH:20]=[CH:19]4)(=[O:10])=[O:9])=[CH:4][CH:3]=1>[Pd].C(O)C>[CH3:1][C:2]1[CH:3]=[CH:4][C:5]([S:8]([O:11][CH2:12][C@@H:13]2[O:35][C:17]3=[C:18]4[C:22](=[CH:23][CH:24]=[C:16]3[CH2:15][CH2:14]2)[N:21]([S:25]([C:28]2[CH:29]=[CH:30][C:31]([CH3:34])=[CH:32][CH:33]=2)(=[O:26])=[O:27])[CH:20]=[CH:19]4)(=[O:9])=[O:10])=[CH:6][CH:7]=1. Procedure details: Treatment of {(2R)-7-[(4-methylphenyl)sulfonyl]-2,7-dihydropyrano[2,3-e]indol-2-yl}methyl 4-methylbenzenesulfonate with palladium on carbon (10 wt. %) in ethanol following the procedure described for Example 1c gives {(2R)-7-[(4-methylphenyl)sulfonyl]-2,3,4,7-tetrahydropyrano[2,3-e]indol-2-yl}methyl 4-methylbenzenesulfonate. Reactants: CN(C)C=O, COc1cc2ccc(C(=O)O)cc2cc1OC, O=S(Cl)Cl, c1ccccc1. Yields the product COc1cc2ccc(C(=O)Cl)cc2cc1OC. RXN SMILES: [CH3:18][N:19]([CH3:20])[CH:21]=[O:22].[CH3:1][O:2][c:3]1[cH:4][c:5]2[cH:6][cH:7][c:8]([C:15](=[O:16])[OH:17])[cH:9][c:10]2[cH:11][c:12]1[O:13][CH3:14].[S:23]([Cl:24])([Cl:25])=[O:26].[cH:27]1[cH:28][cH:29][cH:30][cH:31][cH:32]1>>[CH3:1][O:2][c:3]1[cH:4][c:5]2[cH:6][cH:7][c:8]([C:15](=[O:17])[Cl:25])[cH:9][c:10]2[cH:11][c:12]1[O:13][CH3:14]. RXN SMILES: [CH2:1]([CH3:2])[O:3][C:4](=[O:5])[c:6]1[c:7]([N:15]([CH3:16])[C:17]([c:18]2[cH:19][c:20]([Cl:24])[cH:21][cH:22][cH:23]2)=[O:25])[n:8][c:9]2[n:10]1[CH2:11][CH2:12][CH2:13][CH2:14]2.[CH3:26][O:27][C:28]([c:29]1[n:30]2[c:35]([n:36][c:37]1[N:38]([C:39](=[O:40])[c:41]1[cH:42][cH:43][cH:44][c:45]([Cl:46])[cH:47]1)[CH3:48])[CH2:34][CH2:33][CH2:32][CH2:31]2)=[O:49].[Na+:51].[OH-:50].[OH2:52]>>[O:3]=[C:4]([OH:5])[c:6]1[c:7]([N:15]([CH3:16])[C:17]([c:18]2[cH:19][c:20]([Cl:24])[cH:21][cH:22][cH:23]2)=[O:25])[n:8][c:9]2[n:10]1[CH2:11][CH2:12][CH2:13][CH2:14]2. The product is CN(C(=O)c1cccc(Cl)c1)c1nc2n(c1C(=O)O)CCCC2. Reactants: CCOC(=O)c1c(N(C)C(=O)c2cccc(Cl)c2)nc2n1CCCC2, COC(=O)c1c(N(C)C(=O)c2cccc(Cl)c2)nc2n1CCCC2, [Na+], [OH-], O. Procedure details: This compound is prepared from commercial phenylhydrazine hydrochloride (Aldrich) and 2-acetylselenophene, which is itself obtained according to the procedure described by S. Umezawa (reference 18). As a reaction SMILES: Cl.[C:2]1([NH:8][NH2:9])[CH:7]=[CH:6][CH:5]=[CH:4][CH:3]=1.[C:10]([C:13]1[Se:14][CH:15]=[CH:16][CH:17]=1)(=O)[CH3:11]>>[C:2]1([NH:8][N:9]=[C:10]([C:13]2[Se:14][CH:15]=[CH:16][CH:17]=2)[CH3:11])[CH:7]=[CH:6][CH:5]=[CH:4][CH:3]=1 |f:0.1|. Yields the product C1(=CC=CC=C1)NN=C(C)C=1[Se]C=CC1 (2-Acetylselenophene phenylhydrazone). Starting materials: Cl.C1(=CC=CC=C1)NN (phenylhydrazine hydrochloride), C(C)(=O)C=1[Se]C=CC1 (2-acetylselenophene). Starting materials: C(C1=CC=CC=C1)C1NCCC2=CC(=C(C=C12)OC)OC (1-benzyl-6,7-dimethoxy-1,2,3,4-tetrahydroisoquinoline), BrCC(=O)Br (2-bromoacetyl bromide), ClC1=C(CN)C=CC=C1 (2-chlorobenzylamine). Procedure details: prepared by reaction of 1-benzyl-6,7-dimethoxy-1,2,3,4-tetrahydroisoquinoline and 2-bromoacetyl bromide with 2-chlorobenzylamine The product is C(C1=CC=CC=C1)C1N(CCC2=CC(=C(C=C12)OC)OC)CC(=O)NCC1=C(C=CC=C1)Cl (2-(1-Benzyl-6,7-dimethoxy-3,4-dihydro-1H-isoquinolin-2-yl)-N-(2-chloro-benzyl)-acetamide). As a reaction SMILES: [CH2:1]([CH:8]1[C:17]2[C:12](=[CH:13][C:14]([O:20][CH3:21])=[C:15]([O:18][CH3:19])[CH:16]=2)[CH2:11][CH2:10][NH:9]1)[C:2]1[CH:7]=[CH:6][CH:5]=[CH:4][CH:3]=1.Br[CH2:23][C:24](Br)=[O:25].[Cl:27][C:28]1[CH:35]=[CH:34][CH:33]=[CH:32][C:29]=1[CH2:30][NH2:31]>>[CH2:1]([CH:8]1[C:17]2[C:12](=[CH:13][C:14]([O:20][CH3:21])=[C:15]([O:18][CH3:19])[CH:16]=2)[CH2:11][CH2:10][N:9]1[CH2:23][C:24]([NH:31][CH2:30][C:29]1[CH:32]=[CH:33][CH:34]=[CH:35][C:28]=1[Cl:27])=[O:25])[C:2]1[CH:3]=[CH:4][CH:5]=[CH:6][CH:7]=1. Starting materials: [Cl-].[NH4+] (ammonium chloride), BrC1=CC=C(C=C1)F (1-bromo-4-fluorobenzene), [Mg] (magnesium), 116, BrCCCCC(=O)OCC (ethyl 5-bromopentanoate). Run in O(CC)CC (1,1'-oxybisethane), O(CC)CC (1,1'-oxybisethane). Run at time 4 hour. Product: 100, BrCCCCC(O)(C1=CC=C(C=C1)F)C1=CC=C(C=C1)F (α-(4-bromobutyl)-4-fluoro-α-(4-fluorophenyl)benzenemethanol). As a reaction SMILES: Br[C:2]1[CH:7]=[CH:6][C:5]([F:8])=[CH:4][CH:3]=1.[Mg].[Br:10][CH2:11][CH2:12][CH2:13][CH2:14][C:15]([O:17]CC)=O.[Cl-].[NH4+]>O(CC)CC>[Br:10][CH2:11][CH2:12][CH2:13][CH2:14][C:15]([C:2]1[CH:7]=[CH:6][C:5]([F:8])=[CH:4][CH:3]=1)([C:2]1[CH:7]=[CH:6][C:5]([F:8])=[CH:4][CH:3]=1)[OH:17] |f:3.4|. Procedure details: To a stirred and refluxing Grignard complex previously prepared starting from 280 parts of 1-bromo-4-fluorobenzene, 34.6 parts of magnesium and 392 parts of 1,1'-oxybisethane, was added dropwise a solution of 116 parts of ethyl 5-bromopentanoate in 392 parts of 1,1'-oxybisethane. Upon complete addition, stirring was continued for 4 hours at reflux temperature. The reaction mixture was decomposed with a saturated ammonium chloride solution and the product was extracted with 1,1'-oxybisethane. The...